This data is from the Open Reaction Database (ORD), a public repository of structured organic reaction records. The task is: describe an organic reaction: reactants, conditions, products, and yield Starting materials: O=C([O-])[O-], CC#N, Fc1ccc(Cl)cc1-c1nc(CCl)no1, [K+], [K+], CN(C)C=O, OCCn1c(-c2cccs2)n[nH]c1=S. The product is OCCn1c(SCc2noc(-c3cc(Cl)ccc3F)n2)nnc1-c1cccs1. RXN SMILES: [C:30](=[O:31])([O-:32])[O-:33].[CH3:41][C:42]#[N:43].[Cl:15][c:16]1[cH:17][cH:18][c:19]([F:29])[c:20](-[c:22]2[n:23][c:24]([CH2:27][Cl:28])[n:25][o:26]2)[cH:21]1.[K+:34].[K+:35].[O:36]=[CH:37][N:38]([CH3:39])[CH3:40].[OH:1][CH2:2][CH2:3][n:4]1[c:5](=[S:14])[nH:6][n:7][c:8]1-[c:9]1[s:10][cH:11][cH:12][cH:13]1>>[OH:1][CH2:2][CH2:3][n:4]1[c:5]([S:14][CH2:27][c:24]2[n:23][c:22](-[c:20]3[c:19]([F:29])[cH:18][cH:17][c:16]([Cl:15])[cH:21]3)[o:26][n:25]2)[n:6][n:7][c:8]1-[c:9]1[s:10][cH:11][cH:12][cH:13]1. Starting materials: CCOC(=O)CBr, [H-], [Na+], CN(C)C=O, CC(NC1CCCc2c(O)cccc21)c1nc(-c2ccccc2)c(-c2ccccc2)o1. Yields the product CCOC(=O)COc1cccc2c1CCCC2NC(C)c1nc(-c2ccccc2)c(-c2ccccc2)o1. Reaction SMILES: [Br:34][CH2:35][C:36](=[O:37])[O:38][CH2:39][CH3:40].[H-:2].[Na+:1].[O:41]=[CH:42][N:43]([CH3:44])[CH3:45].[c:3]1(-[c:9]2[n:10][c:11]([CH:20]([CH3:21])[NH:22][CH:23]3[CH2:24][CH2:25][CH2:26][c:27]4[c:28]([OH:33])[cH:29][cH:30][cH:31][c:32]43)[o:12][c:13]2-[c:14]2[cH:15][cH:16][cH:17][cH:18][cH:19]2)[cH:4][cH:5][cH:6][cH:7][cH:8]1>>[c:3]1(-[c:9]2[n:10][c:11]([CH:20]([CH3:21])[NH:22][CH:23]3[CH2:24][CH2:25][CH2:26][c:27]4[c:28]([O:33][CH2:35][C:36](=[O:37])[O:38][CH2:39][CH3:40])[cH:29][cH:30][cH:31][c:32]43)[o:12][c:13]2-[c:14]2[cH:15][cH:16][cH:17][cH:18][cH:19]2)[cH:4][cH:5][cH:6][cH:7][cH:8]1. Reactants: CCCC(C(O)CCC)=O (Butyroin), C(C(CC)S)S (butane-1,2-dithiol), C1(=CC=C(C=C1)S(=O)(=O)O)C (p-toluenesulfonic acid). The solvent is C1(=CC=CC=C1)C (toluene). Yields the product C(C)C1SC(=C(SC1)CCC)CCC (2-ethyl-2,3-dihydro-5,6-dipropyl-1,4-dithiin). As a reaction SMILES: [CH3:1][CH2:2][CH2:3][C:4](=O)[CH:5]([CH2:7][CH2:8][CH3:9])O.[CH2:11]([SH:16])[CH:12]([SH:15])[CH2:13][CH3:14].C1(C)C=CC(S(O)(=O)=O)=CC=1>C1(C)C=CC=CC=1>[CH2:13]([CH:12]1[CH2:11][S:16][C:4]([CH2:3][CH2:2][CH3:1])=[C:5]([CH2:7][CH2:8][CH3:9])[S:15]1)[CH3:14]. Reported procedure: Butyroin (12.2 g), butane-1,2-dithiol (14.4 g) and p-toluenesulfonic acid (0.5 g) were dissolved in toluene (50 g) and the solution refluxed under a Dean-Stark trap. It was worked up as in Example 3 to give 2-ethyl-2,3-dihydro-5,6-dipropyl-1,4-dithiin as a clear greenish liquid, boiling range 92°-105°/0.025 mm, yield 8.5 g (44%). NMR(CDCl3), 0.78-1.14 δ (overlapping triplets), 1.21-1.80 δ (multiplet) 2.07-2.37 δ (complex quartet), 2.6-3.4 δ (multiplet). Reactants: C(CC=C)OC=1C(=CC(=C(C1)C1=CC=CC(=N1)C=NC1=C(C=CC=C1C(C)C)C(C)C)C)C (N-((6-(5-(but-3-enyloxy)-2,4-dimethylphenyl)pyridin-2-yl)methylene)-2,6-diisopropylaniline), C1(=CC=CC=C1)[Mg]Br (Phenylmagnesiumbromide). The solvent is C1(=CC=CC=C1)C (toluene). Reaction conditions: time 1 hour. Yields the product C(CC=C)OC=1C(=CC(=C(C1)C1=CC=CC(=N1)C(NC1=C(C=CC=C1C(C)C)C(C)C)C1=CC=CC=C1)C)C (N-((6-(5-(But-3-enyloxy)-2,4-dimethylphenyl)pyridin-2-yl)(phenyl)methyl)-2,6-diisopropylaniline). As a reaction SMILES: [CH2:1]([O:5][C:6]1[C:7]([CH3:33])=[CH:8][C:9]([CH3:32])=[C:10]([C:12]2[N:17]=[C:16]([CH:18]=[N:19][C:20]3[C:25]([CH:26]([CH3:28])[CH3:27])=[CH:24][CH:23]=[CH:22][C:21]=3[CH:29]([CH3:31])[CH3:30])[CH:15]=[CH:14][CH:13]=2)[CH:11]=1)[CH2:2][CH:3]=[CH2:4].[C:34]1([Mg]Br)[CH:39]=[CH:38][CH:37]=[CH:36][CH:35]=1>C1(C)C=CC=CC=1>[CH2:1]([O:5][C:6]1[C:7]([CH3:33])=[CH:8][C:9]([CH3:32])=[C:10]([C:12]2[N:17]=[C:16]([CH:18]([C:34]3[CH:39]=[CH:38][CH:37]=[CH:36][CH:35]=3)[NH:19][C:20]3[C:25]([CH:26]([CH3:28])[CH3:27])=[CH:24][CH:23]=[CH:22][C:21]=3[CH:29]([CH3:31])[CH3:30])[CH:15]=[CH:14][CH:13]=2)[CH:11]=1)[CH2:2][CH:3]=[CH2:4]. Procedure: In the glovebox, N-((6-(5-(but-3-enyloxy)-2,4-dimethylphenyl)pyridin-2-yl)methylene)-2,6-diisopropylaniline (1.527 g, 3.40 mmol) is dissolved in toluene (40 mL). Phenylmagnesiumbromide (3.0M in ether, 1.36 mL, 4.09 mmol) is added, and the reaction mixture stirred at room temperature for one hour, removed from the glovebox, and quenched by addition of water (60 mL), and ether (80 mL). The aqueous layer is washed with additional ether (40 mL), and the combined organic fractions are washed with bri...